This data is from the Open Reaction Database (ORD), a public repository of structured organic reaction records. The task is: describe an organic reaction: reactants, conditions, products, and yield RXN SMILES: [C:1](#[N:2])[c:3]1[cH:4][c:5]([O:6][c:7]2[c:8]([F:26])[c:9]([CH3:25])[c:10]([F:24])[c:11]([O:13][c:14]3[cH:15][c:16]([C:17](=[O:18])[OH:19])[cH:20][c:21]([OH:23])[cH:22]3)[n:12]2)[cH:27][cH:28][cH:29]1.[C:30](=[O:31])([O-:32])[O-:33].[CH3:38][C:39]#[N:40].[Cs+:34].[Cs+:35].[I:36][CH3:37]>>[C:1](#[N:2])[c:3]1[cH:4][c:5]([O:6][c:7]2[c:8]([F:26])[c:9]([CH3:25])[c:10]([F:24])[c:11]([O:13][c:14]3[cH:15][c:16]([C:17](=[O:18])[OH:19])[cH:20][c:21]([O:23][CH3:30])[cH:22]3)[n:12]2)[cH:27][cH:28][cH:29]1. Reactants: Cc1c(F)c(Oc2cccc(C#N)c2)nc(Oc2cc(O)cc(C(=O)O)c2)c1F, O=C([O-])[O-], CC#N, [Cs+], [Cs+], CI. Yields the product COc1cc(Oc2nc(Oc3cccc(C#N)c3)c(F)c(C)c2F)cc(C(=O)O)c1. The reactants are [BH3-]C#N, NCCN, CC(=O)O, CO, [Na+], CC12CCC3C(CCC4CC(=O)CCC43C)C1CCC2O. Product: CC12CCC3C(CCC4CC(NCCN)CCC43C)C1CCC2O. Reaction SMILES: [C:30]([BH3-:31])#[N:32].[CH2:22]([CH2:23][NH2:24])[NH2:25].[CH3:26][C:27](=[O:28])[OH:29].[CH3:34][OH:35].[Na+:33].[OH:1][CH:2]1[C:3]2([CH3:4])[CH:5]([CH2:6][CH2:7]1)[CH:8]1[CH2:9][CH2:10][CH:11]3[CH2:12][C:13](=[O:21])[CH2:14][CH2:15][C:16]3([CH3:17])[CH:18]1[CH2:19][CH2:20]2>>[OH:1][CH:2]1[C:3]2([CH3:4])[CH:5]([CH2:6][CH2:7]1)[CH:8]1[CH2:9][CH2:10][CH:11]3[CH2:12][CH:13]([NH:25][CH2:22][CH2:23][NH2:24])[CH2:14][CH2:15][C:16]3([CH3:17])[CH:18]1[CH2:19][CH2:20]2. Reactants: BrC=1C=C(C=C(C1)Br)O (3,5-dibromophenol), C([O-])([O-])=O.[K+].[K+] (potassium carbonate), S(=O)(=O)(OCC)OCC (diethyl sulfate). Run in ClCCl (dichloromethane), CC(CC)=O (2-butanone). Run at temperature 90 celsius. The product is BrC1=CC(=CC(=C1)OCC)Br (1,3-Dibromo-5-ethoxy-benzene). As a reaction SMILES: [Br:1][C:2]1[CH:3]=[C:4]([OH:9])[CH:5]=[C:6]([Br:8])[CH:7]=1.C(=O)([O-])[O-].[K+].[K+].S(OCC)(O[CH2:20][CH3:21])(=O)=O>CC(=O)CC.ClCCl>[Br:1][C:2]1[CH:3]=[C:4]([O:9][CH2:20][CH3:21])[CH:5]=[C:6]([Br:8])[CH:7]=1 |f:1.2.3|. Procedure: A dispersion of 3,5-dibromophenol (0.398 g, 1.6 mmol) and potassium carbonate (0.437 g, 3.2 mmol) in 2-butanone (4 mL) was treated with diethyl sulfate (0.246 g, 1.6 mmol) and the reaction mixture heated at 90° C. for 15 hours. The resulting thick suspension was cooled to room temperature, diluted with dichloromethane and extracted with water. The organic layer was separated, dried over sodium sulfate and evaporated under reduced pressure. The title compound was obtained as a light brown oil (0....